This data is from the Open Reaction Database (ORD), a public repository of structured organic reaction records. The task is: describe an organic reaction: reactants, conditions, products, and yield The reactants are FC1=C(C=CC(=C1)F)C1=CC=CC(=N1)CC1=C(C=C(C#N)C=C1F)F (4-{[6-(2,4-difluorophenyl)pyridin-2-yl]methyl}-3,5-difluorobenzonitrile), C[Si](C)(C)[N-][Si](C)(C)C.[Li+] (lithium bis(trimethylsilyl)amide), C[Si](C#CC(=O)OCC)(C)C (ethyl 3-(trimethylsilyl)prop-2-ynoate). The solvent is C1CCOC1 (THF). Conditions: temperature -78 celsius. Yields the product FC1=C(C=CC(=C1)F)C1=CC=CC(=N1)C(C(C#C[Si](C)(C)C)=O)C1=C(C=C(C#N)C=C1F)F (4-[1-[6-(2,4-difluorophenyl)pyridin-2-yl]-2-oxo-4-(trimethylsilyl)but-3-yn-1-yl]-3,5-difluorobenzonitrile). Isolated yield 84.2%. RXN SMILES: [F:1][C:2]1[CH:7]=[C:6]([F:8])[CH:5]=[CH:4][C:3]=1[C:9]1[N:14]=[C:13]([CH2:15][C:16]2[C:23]([F:24])=[CH:22][C:19]([C:20]#[N:21])=[CH:18][C:17]=2[F:25])[CH:12]=[CH:11][CH:10]=1.C[Si]([N-][Si](C)(C)C)(C)C.[Li+].[CH3:36][Si:37]([CH3:46])([CH3:45])[C:38]#[C:39][C:40](OCC)=[O:41]>C1COCC1>[F:1][C:2]1[CH:7]=[C:6]([F:8])[CH:5]=[CH:4][C:3]=1[C:9]1[N:14]=[C:13]([CH:15]([C:16]2[C:23]([F:24])=[CH:22][C:19]([C:20]#[N:21])=[CH:18][C:17]=2[F:25])[C:40](=[O:41])[C:39]#[C:38][Si:37]([CH3:46])([CH3:45])[CH3:36])[CH:12]=[CH:11][CH:10]=1 |f:1.2|. Procedure details: To a solution of 4-{[6-(2,4-difluorophenyl)pyridin-2-yl]methyl}-3,5-difluorobenzonitrile (from Step E above, 6.10 g, 17.83 mmol) in THF (200 mL) was added lithium bis(trimethylsilyl)amide (53.49 mL, 1.0 M in THF) at −78° C. After stirring 1¼ h at −78° C., ethyl 3-(trimethylsilyl)prop-2-ynoate (4.01 mL, 21.37 mmol) was added to the reaction mixture. The reaction continued to stir at −78° C. for 1 hr and was warmed to −20° C. until the reaction was complete via LMCS. The reaction was quenched with... Reactants: COC1=C(C=CC=C1)N1CCNCC1 (1-(2-methoxyphenyl)piperazine), C=O (formaldehyde), CC1N=C(NC1=O)C=1C=NC=CC1 (4-methyl-2-(3-pyridyl)-2-imidazolin-5-one). Solvent: industrial methylated spirit. Run at time 10 minute. The product is COC1=C(C=CC=C1)N1CCN(CC1)CC1(N=C(NC1=O)C=1C=NC=CC1)C (4-[4-(2-methoxyphenyl)piperazin-1-ylmethyl]-4-methyl-2-(3-pyridyl)-2-imidazolin-5-one). As a reaction SMILES: [CH3:1][O:2][C:3]1[CH:8]=[CH:7][CH:6]=[CH:5][C:4]=1[N:9]1[CH2:14][CH2:13][NH:12][CH2:11][CH2:10]1.[CH2:15]=O.[CH3:17][CH:18]1[C:22](=[O:23])[NH:21][C:20]([C:24]2[CH:25]=[N:26][CH:27]=[CH:28][CH:29]=2)=[N:19]1>>[CH3:1][O:2][C:3]1[CH:8]=[CH:7][CH:6]=[CH:5][C:4]=1[N:9]1[CH2:14][CH2:13][N:12]([CH2:17][C:18]2([CH3:15])[C:22](=[O:23])[NH:21][C:20]([C:24]3[CH:25]=[N:26][CH:27]=[CH:28][CH:29]=3)=[N:19]2)[CH2:11][CH2:10]1. Procedure details: A mixture of 1-(2-methoxyphenyl)piperazine (1.65 g) and 37-40% aqueous formaldehyde solution (0.39 ml) was stirred at ambient temperature under nitrogen for 10 minutes, then a suspension of 4-methyl-2-(3-pyridyl)-2-imidazolin-5-one (1.5 g) in industrial methylated spirit (75 ml) was added in one portion. The mixture was stirred and heated under reflux for 52 hours, then the solvent was removed in vacuo. The residue was triturated with a 49:49:2 mixture of ether, ethyl acetate and propan-2-ol, an... The reactants are C1CCNC1, COC(=O)c1ccc(Cl)cc1C=O, CO, O=C1Cc2ccc(Cl)cc2N1. The product is COC(=O)c1ccc(Cl)cc1C=C1C(=O)Nc2cc(Cl)ccc21. As a reaction SMILES: [CH2:25]1[CH2:26][NH:27][CH2:28][CH2:29]1.[CH3:12][O:13][C:14]([c:15]1[c:16]([CH:22]=[O:23])[cH:17][c:18]([Cl:21])[cH:19][cH:20]1)=[O:24].[CH3:30][OH:31].[Cl:1][c:2]1[cH:3][cH:4][c:5]2[c:9]([cH:10]1)[NH:8][C:7](=[O:11])[CH2:6]2>>[Cl:1][c:2]1[cH:3][cH:4][c:5]2[c:9]([cH:10]1)[NH:8][C:7](=[O:11])[C:6]2=[CH:22][c:16]1[c:15]([C:14]([O:13][CH3:12])=[O:24])[cH:20][cH:19][c:18]([Cl:21])[cH:17]1. Reagents/catalysts: [Pd] (palladium on carbon). Run in CO (methanol). Reaction SMILES: [F:1][C:2]1[CH:3]=[C:4]2[C:9](=[CH:10][CH:11]=1)[N:8]=[C:7]([CH:12]=[CH:13][C:14]1[N:15]=[C:16]([CH3:19])[S:17][CH:18]=1)[N:6]([C:20]1[C:21]([CH3:26])=[N:22][CH:23]=[CH:24][CH:25]=1)[C:5]2=[O:27].C([O-])=O.[NH4+]>[Pd].CO>[F:1][C:2]1[CH:3]=[C:4]2[C:9](=[CH:10][CH:11]=1)[N:8]=[C:7]([CH2:12][CH2:13][C:14]1[N:15]=[C:16]([CH3:19])[S:17][CH:18]=1)[N:6]([C:20]1[C:21]([CH3:26])=[N:22][CH:23]=[CH:24][CH:25]=1)[C:5]2=[O:27] |f:1.2|. The yield is 46.5%. Yields the product FC=1C=C2C(N(C(=NC2=CC1)CCC=1N=C(SC1)C)C=1C(=NC=CC1)C)=O (6-fluoro-3-(2-methyl-pyridin-3-yl)-2-[2-(2-methyl-thiazol-4-yl)-ethyl]-3H-quinazolin-4-one). Procedure details: To a slurry of 10% palladium on carbon (0.15 g) in methanol(12 mL) were added 6-fluoro-3-(2-methyl-pyridin-3-yl)-2-[2-(2-methyl-thiazol-4-yl)-vinyl]-3 H-quinazolin-4-one (0.075 g, 0.198 mmol) and ammonium formate (1.2 g, 19 mmol). The mixture was refluxed overnight, cooled and filtered through celite. The pad was washed with methanol. The filtrate was concentrated. The residue was partitioned between chloroform and water. The phases were separated and the aqueous layer was extracted with chlorof... Starting materials: FC=1C=C2C(N(C(=NC2=CC1)C=CC=1N=C(SC1)C)C=1C(=NC=CC1)C)=O (6-fluoro-3-(2-methyl-pyridin-3-yl)-2-[2-(2-methyl-thiazol-4-yl)-vinyl]-3 H-quinazolin-4-one), C(=O)[O-].[NH4+] (ammonium formate). Run in CC(=O)C (acetone). Yields the product COC(COC1=CC=C(C=C1)C(F)(F)F)=O ((4-trifluoromethyl-phenoxy)-acetic acid methyl ester). Procedure: A mixture of 4-trifluoromethyl-phenol (10.000 g; 61.687 mmol), potassium carbonate (9.377 g; 67.856 mmol), and methyl bromoacetate (5.67 ml; 61.687 mmol) in acetone (250 ml) was heated at reflux for 1 h30. Filtration, concentration to dryness under reduced pressure, and purification by FC (DCM) afforded (4-trifluoromethyl-phenoxy)-acetic acid methyl ester as a colorless oil (14.100 g; 98%). LC-MS: tR=0.95 min.; [M+H]+: no ionisation. Reactants: FC(C1=CC=C(C=C1)O)(F)F (4-trifluoromethyl-phenol), C([O-])([O-])=O.[K+].[K+] (potassium carbonate), BrCC(=O)OC (methyl bromoacetate). Reaction SMILES: [F:1][C:2]([F:11])([F:10])[C:3]1[CH:8]=[CH:7][C:6]([OH:9])=[CH:5][CH:4]=1.C(=O)([O-])[O-].[K+].[K+].Br[CH2:19][C:20]([O:22][CH3:23])=[O:21]>CC(C)=O>[CH3:23][O:22][C:20](=[O:21])[CH2:19][O:9][C:6]1[CH:5]=[CH:4][C:3]([C:2]([F:10])([F:11])[F:1])=[CH:8][CH:7]=1 |f:1.2.3|. The reactants are [Al+3], CCCc1[nH]cnc1C(=O)OCC, C1CCOC1, Cl, [H-], [H-], [H-], [H-], [Li+], [Na+], [OH-], O. Yields the product CCCc1[nH]cnc1CO, Cl. As a reaction SMILES: [Al+3:15].[CH2:1]([CH2:2][CH3:3])[c:4]1[c:5]([C:9](=[O:10])[O:11][CH2:12][CH3:13])[n:6][cH:7][nH:8]1.[CH2:23]1[O:24][CH2:25][CH2:26][CH2:27]1.[ClH:22].[H-:14].[H-:17].[H-:18].[H-:19].[Li+:16].[Na+:21].[OH-:20].[OH2:28]>>[CH2:1]([CH2:2][CH3:3])[c:4]1[c:5]([CH2:9][OH:10])[n:6][cH:7][nH:8]1.[ClH:22].